Dataset: the Open Reaction Database (ORD), a public repository of structured organic reaction records. Task: describe an organic reaction: reactants, conditions, products, and yield Starting materials: ClCCl, OCc1cccc(Oc2ccc(C(F)(F)F)cn2)c1, O=S(Cl)Cl. Yields the product FC(F)(F)c1ccc(Oc2cccc(CCl)c2)nc1. RXN SMILES: [Cl:24][CH2:25][Cl:26].[F:1][C:2]([c:3]1[cH:4][cH:5][c:6]([O:9][c:10]2[cH:11][c:12]([CH2:16][OH:17])[cH:13][cH:14][cH:15]2)[n:7][cH:8]1)([F:18])[F:19].[S:20]([Cl:21])([Cl:22])=[O:23]>>[F:1][C:2]([c:3]1[cH:4][cH:5][c:6]([O:9][c:10]2[cH:11][c:12]([CH2:16][Cl:22])[cH:13][cH:14][cH:15]2)[n:7][cH:8]1)([F:18])[F:19]. Starting materials: O=C([O-])[O-], CN(C)C=O, [Cl-], Oc1cc(F)ccc1Cl, CC#CCOc1cc(Cl)ncn1, [K+], [K+], [NH4+]. Yields the product CC#CCOc1cc(Oc2cc(F)ccc2Cl)ncn1. As a reaction SMILES: [C:13](=[O:14])([O-:15])[O-:16].[CH3:30][N:31]([CH3:32])[CH:33]=[O:34].[Cl-:28].[Cl:19][c:20]1[c:21]([OH:27])[cH:22][c:23]([F:26])[cH:24][cH:25]1.[Cl:1][c:2]1[n:3][cH:4][n:5][c:6]([O:8][CH2:9][C:10]#[C:11][CH3:12])[cH:7]1.[K+:17].[K+:18].[NH4+:29]>>[c:2]1([O:27][c:21]2[c:20]([Cl:19])[cH:25][cH:24][c:23]([F:26])[cH:22]2)[n:3][cH:4][n:5][c:6]([O:8][CH2:9][C:10]#[C:11][CH3:12])[cH:7]1. The reactants are C(CC(C)C)OC1=CC=C(C2=CC=CC=C12)C=O (4-(isopentyloxy)-1-naphthaldehyde), CC(C(=O)NC1=CC(=CC=C1)C1CCNCC1)C (2-methyl-N-[3-(4-piperidinyl)phenyl]propanamide). Yields the product C(CC(C)C)OC1=CC=C(C2=CC=CC=C12)CN1CCC(CC1)C=1C=C(C=CC1)NC(C(C)C)=O (N-[3-(1-{[4-(ISOPENTYLOXY)-1-NAPHTHYL]METHYL}-4-PIPERIDINYL)PHENYL]-2-METHYLPROPANAMIDE). Reaction SMILES: [CH2:1]([O:6][C:7]1[C:16]2[C:11](=[CH:12][CH:13]=[CH:14][CH:15]=2)[C:10]([CH:17]=O)=[CH:9][CH:8]=1)[CH2:2][CH:3]([CH3:5])[CH3:4].[CH3:19][CH:20]([CH3:36])[C:21]([NH:23][C:24]1[CH:29]=[CH:28][CH:27]=[C:26]([CH:30]2[CH2:35][CH2:34][NH:33][CH2:32][CH2:31]2)[CH:25]=1)=[O:22]>>[CH2:1]([O:6][C:7]1[C:16]2[C:11](=[CH:12][CH:13]=[CH:14][CH:15]=2)[C:10]([CH2:17][N:33]2[CH2:34][CH2:35][CH:30]([C:26]3[CH:25]=[C:24]([NH:23][C:21](=[O:22])[CH:20]([CH3:19])[CH3:36])[CH:29]=[CH:28][CH:27]=3)[CH2:31][CH2:32]2)=[CH:9][CH:8]=1)[CH2:2][CH:3]([CH3:4])[CH3:5]. Procedure: Prepared by Procedure F and Scheme R using 4-(isopentyloxy)-1-naphthaldehyde and 2-methyl-N-[3-(4-piperidinyl)phenyl]propanamide: ESMS m/e: 473.3 (M+H)+. The reactants are ClC=1C(=C(C=O)C=CC1)F (3-chloro-2-fluorobenzaldehyde), COC(CC(=O)C)=O (methylacetoacetate), N\C(=C/C(=O)OCC(CN(C)CC1=CC=CC=C1)(C)C)\C (3-(N-benzyl-N-methylamino)-2,2-dimethylpropyl 3-aminocrotonate), N (ammonia). Product: CC=1NC(=C(C(C1C(=O)OCC(CN(C)CC1=CC=CC=C1)(C)C)C1=C(C(=CC=C1)Cl)F)C(=O)OC)C (3-(N-benzyl-N-methylamino)-2,2-dimethylpropyl methyl 2,6-dimethyl-4-(3-chloro-2-fluorophenyl)-1,4-dihydropyridine 3,5-dicarboxylate). As a reaction SMILES: [Cl:1][C:2]1[C:3]([F:10])=[C:4]([CH:7]=[CH:8][CH:9]=1)[CH:5]=O.[CH3:11][O:12][C:13](=[O:18])[CH2:14][C:15]([CH3:17])=O.[NH2:19]/[C:20](/[CH3:39])=[CH:21]\[C:22]([O:24][CH2:25][C:26]([CH3:38])([CH3:37])[CH2:27][N:28]([CH2:30][C:31]1[CH:36]=[CH:35][CH:34]=[CH:33][CH:32]=1)[CH3:29])=[O:23].N>>[CH3:39][C:20]1[NH:19][C:15]([CH3:17])=[C:14]([C:13]([O:12][CH3:11])=[O:18])[CH:5]([C:4]2[CH:7]=[CH:8][CH:9]=[C:2]([Cl:1])[C:3]=2[F:10])[C:21]=1[C:22]([O:24][CH2:25][C:26]([CH3:38])([CH3:37])[CH2:27][N:28]([CH2:30][C:31]1[CH:32]=[CH:33][CH:34]=[CH:35][CH:36]=1)[CH3:29])=[O:23]. Procedure: To a solution of 158.5 mg of 3-chloro-2-fluorobenzaldehyde and 116 mg of methylacetoacetate in 1 ml of 2-pranol was added 291 mg of 3-(N-benzyl-N-methylamino)-2,2-dimethylpropyl 3-aminocrotonate. To the mixture was added 0.1 ml of concentrated aqueous ammonia. The resulting maxture was refluxed for 9 hours. The solvent was distilled off under reduced pressure. The residue was chromatographed over silica gel to give the desired compound (156) with the identical physical properties to those of the... The reactants are C1=C(C=CC2=CC3=CC=CC=C3C=C12)CO ((2-Anthracenyl)methanol), [Cr](=O)(=O)([O-])Cl.[NH+]1=CC=CC=C1 (pyridinium chlorochromate). Solvent: C(Cl)Cl (CH2Cl2). Yields the product C1=C(C=CC2=CC3=CC=CC=C3C=C12)C=O (2-anthracenecarbaldehyde). The yield is 50.5%. Reaction SMILES: [CH:1]1[C:14]2[C:5](=[CH:6][C:7]3[C:12]([CH:13]=2)=[CH:11][CH:10]=[CH:9][CH:8]=3)[CH:4]=[CH:3][C:2]=1[CH2:15][OH:16].[Cr](Cl)([O-])(=O)=O.[NH+]1C=CC=CC=1>C(Cl)Cl>[CH:1]1[C:14]2[C:5](=[CH:6][C:7]3[C:12]([CH:13]=2)=[CH:11][CH:10]=[CH:9][CH:8]=3)[CH:4]=[CH:3][C:2]=1[CH:15]=[O:16] |f:1.2|. Reported procedure: 2-Anthracenylmethanol (46A, 1.0 g, 0.0048 mol) in CH2Cl2 (700 mL) was treated with pyridinium chlorochromate (PCC) (Aldrich, 21.56 g, 0.1 mol) and heated for 4 h. The reaction was cooled and filtered through a plug of SiO2 (500 g) using CH2Cl2 as the eluting solvent. After removal of the solvent the crude material was chromatographed on SiO2 with PhCH3 as the eluting solvent to afford 0.5 g (51%) of 2-anthracenecarbaldehyde mp 201°-202.5° (lit mp 202°-203°, P. H. Gore, J. Chem. Soc. 1616 (1959))...